Dataset: the Open Reaction Database (ORD), a public repository of structured organic reaction records. Task: describe an organic reaction: reactants, conditions, products, and yield Starting materials: C(C1=CC=CC=C1)N1C(C(C(CC1CC1=CC=CC=C1)=O)C(=O)[O-])=O (1,6-dibenzyl-2,4-dioxo3-piperidine carboxylate), C(C)(=O)O (acetic acid), solid, C([O-])([O-])=O.[Na+].[Na+] (sodium carbonate). Run in C1(=CC=CC=C1)C (toluene), ice water. Yields the product C(C1=CC=CC=C1)N1C(CC(C[C@H]1CC1=CC=CC=C1)=O)=O ((6R)-1,6-Dibenzyl-2,4-piperidinedione). Reaction SMILES: [CH2:1]([N:8]1[CH:13]([CH2:14][C:15]2[CH:20]=[CH:19][CH:18]=[CH:17][CH:16]=2)[CH2:12][C:11](=[O:21])[CH:10](C([O-])=O)[C:9]1=[O:25])[C:2]1[CH:7]=[CH:6][CH:5]=[CH:4][CH:3]=1.C(O)(=O)C.C(=O)([O-])[O-].[Na+].[Na+]>C1(C)C=CC=CC=1>[CH2:1]([N:8]1[C@H:13]([CH2:14][C:15]2[CH:16]=[CH:17][CH:18]=[CH:19][CH:20]=2)[CH2:12][C:11](=[O:21])[CH2:10][C:9]1=[O:25])[C:2]1[CH:3]=[CH:4][CH:5]=[CH:6][CH:7]=1 |f:2.3.4|. Procedure: A solution of 106.1 g (0.301 mol of methyl (6R(-1,6-dibenzyl-2,4-dioxo3-piperidine carboxylate in 298 ml of toluene and 445 ml of 10% strength (vol/vol) acetic acid is heated at 80° for 21/2 hours. The reaction mixture is cooled to room temperature, neutralised by adding 48 g of solid sodium carbonate while cooling in ice-water, the phases are separated, and the aqueous phase is extracted once more with 300 ml of ethyl acetate. The combined organic phases are washed with water, then with brine d...